From a dataset of the Open Reaction Database (ORD), a public repository of structured organic reaction records. describe an organic reaction: reactants, conditions, products, and yield The solvent is C1(=CC=CC=C1)C (toluene). The yield is 37.3%. Reactants: C(C)(=O)C1=CC=CC=C1 (acetophenone), [Li+].C[Si](C)(C)[N-][Si](C)(C)C (LiHMDS), O.NN (Hydrazine hydrate), C(C(C)C)(=O)Cl (isobutyryl chloride). Product: C(C)(C)C1=CC(=NN1)C1=CC=CC=C1 (5-Isopropyl-3-phenyl-1H-pyrazole). RXN SMILES: [C:1]([C:4]1[CH:9]=[CH:8][CH:7]=[CH:6][CH:5]=1)(=O)[CH3:2].[Li+].C[Si]([N-][Si](C)(C)C)(C)C.[C:20](Cl)(=O)[CH:21]([CH3:23])[CH3:22].O.[NH2:27][NH2:28]>C1(C)C=CC=CC=1>[CH:21]([C:20]1[NH:28][N:27]=[C:1]([C:4]2[CH:9]=[CH:8][CH:7]=[CH:6][CH:5]=2)[CH:2]=1)([CH3:22])[CH3:23] |f:1.2,4.5|. Conditions: time 5 minute. Reported procedure: To a solution of acetophenone (1.21 g, 10.07 mmol) in dry toluene (5 mL) was added LiHMDS (11.0 mL, 1.0 M in THF, 11.0 mmol) via syringe at 0° C. under argon. After 5 min, isobutyryl chloride (1.073 g, 10.07 mmol) was added in one portion via syringe. The ice bath was removed and AcOH (2 mL), EtOH (50 mL) and THF (5 mL) were added to form a homogeneous mixture. Hydrazine hydrate (2 mL, 10.07 mmol) was added and the reaction was refluxed for 2 h. The reaction was cooled to room temperature and co... Starting materials: C(C1=CC=CC=C1)(=O)Cl (benzoyl chloride), S(O)(O)(=O)=O (sulfuric acid), C(C1=CC=CC=C1)(=O)C#N (benzoyl cyanide), halide, halide, CO (methanol). The product is C(C1=CC=CC=C1)(=O)OC (methyl benzoate). Reaction SMILES: C(C#N)(=O)[C:2]1[CH:7]=[CH:6][CH:5]=[CH:4][CH:3]=1.[C:11](Cl)(=[O:18])C1C=CC=CC=1.S(=O)(=O)(O)O.[CH3:25][OH:26]>>[C:25]([O:18][CH3:11])(=[O:26])[C:2]1[CH:7]=[CH:6][CH:5]=[CH:4][CH:3]=1. Reported procedure: For example, when pure benzoyl cyanide (i.e., containing essentially no halide ion or halide ion source, such as benzoyl chloride) is reacted with concentrated sulfuric acid and then esterified by further reaction with methanol, the cyano group is cleaved and methyl benzoate is formed as follows: ##STR2## Starting materials: Cl.C(C1=CC=CC=C1)N1C(C(=NC2=CC(=C(C=C12)C(F)(F)F)N1C(=NC(=C1)C)C1=CC=CC=C1)Cl)=O (1-benzyl-3-chloro-6-(4-methyl-2-phenyl-1H-imidazol-1-yl)-7-trifluoromethylquinoxalin-2(1H)-one hydrochloride), O.NN (hydrazine hydrate). Solvent: ClCCl (dichloromethane). Reaction conditions: temperature 0 celsius, time 1 hour. Yields the product C(C1=CC=CC=C1)ON1C(C(=NC2=CC(=C(C=C12)C(F)(F)F)N1C(=NC(=C1)C)C1=CC=CC=C1)NN)=O (1-Benzyloxy-3-hydrazino-6-(4-methyl-2-phenyl-1H-imidazol-1-yl)-7-trifluoromethylquinoxalin-2(1H)-one). Isolated yield 174.4%. RXN SMILES: Cl.C([N:9]1[C:18]2[C:13](=[CH:14][C:15]([N:23]3[CH:27]=[C:26]([CH3:28])[N:25]=[C:24]3[C:29]3[CH:34]=[CH:33][CH:32]=[CH:31][CH:30]=3)=[C:16]([C:19]([F:22])([F:21])[F:20])[CH:17]=2)[N:12]=[C:11](Cl)[C:10]1=[O:36])C1C=CC=CC=1.[OH2:37].[NH2:38][NH2:39]>ClCCl>[CH2:19]([O:37][N:9]1[C:18]2[C:13](=[CH:14][C:15]([N:23]3[CH:27]=[C:26]([CH3:28])[N:25]=[C:24]3[C:29]3[CH:30]=[CH:31][CH:32]=[CH:33][CH:34]=3)=[C:16]([C:19]([F:21])([F:22])[F:20])[CH:17]=2)[N:12]=[C:11]([NH:38][NH2:39])[C:10]1=[O:36])[C:16]1[CH:17]=[CH:18][CH:13]=[CH:14][CH:15]=1 |f:0.1,2.3|. Procedure details: A mixture of 1-benzyl-3-chloro-6-(4-methyl-2-phenyl-1H-imidazol-1-yl)-7-trifluoromethylquinoxalin-2(1H)-one hydrochloride (2.0 g, 3.6 mmol) and hydrazine hydrate (0.74 ml, 15 mmol) in 40 ml of dichloromethane was stirred at 0° C. for 1 h and evaporated to dryness in vacuo. The residue was triturated with water to give 1.59 g (87%) of the title compound. M.p. 127-130° C. Reactants: COC(C(C)(NC(=O)OC1=CC=C(C=C1)[N+](=O)[O-])C)=O (2-methyl-2-(4-nitro-phenoxycarbonylamino)-propionic acid methyl ester), Cl.C1(=CC=CC=C1)[C@@H]1CNCC1 ((R)-3-phenyl-pyrrolidine hydrochloride), TEA. The solvent is O1CCOCC1 (1,4-dioxane), C(Cl)Cl (DCM). Yields the product COC(C(C)(NC(=O)N1C[C@H](CC1)C1=CC=CC=C1)C)=O (2-Methyl-2-[((R)-3-phenyl-pyrrolidine-1-carbonyl)-amino]-propionic acid methyl ester). Reaction SMILES: [CH3:1][O:2][C:3](=[O:20])[C:4]([CH3:19])([NH:6][C:7](OC1C=CC([N+]([O-])=O)=CC=1)=[O:8])[CH3:5].Cl.[C:22]1([C@H:28]2[CH2:32][CH2:31][NH:30][CH2:29]2)[CH:27]=[CH:26][CH:25]=[CH:24][CH:23]=1>O1CCOCC1.C(Cl)Cl>[CH3:1][O:2][C:3](=[O:20])[C:4]([CH3:19])([NH:6][C:7]([N:30]1[CH2:31][CH2:32][C@H:28]([C:22]2[CH:27]=[CH:26][CH:25]=[CH:24][CH:23]=2)[CH2:29]1)=[O:8])[CH3:5] |f:1.2|. Procedure details: Combine 2-methyl-2-(4-nitro-phenoxycarbonylamino)-propionic acid methyl ester (500 mg, 1.77 mmol) and (R)-3-phenyl-pyrrolidine hydrochloride (325 mg, 1.77 mmol) in 1,4-dioxane (5 mL). Add TEA (494 uL, 3.54 mmol) and heat to 130° C. for 5 min by microwave irradiation. Dilute the reaction mixture with DCM (100 mL) and extract with 1 N NaOH (30 mL) followed by 1 N HCl (30 mL). Dry the organic layer over MgSO4 and concentrate. Purify the concentrate by silica gel chromatography (40-60% EtOAc/HEP) to... Reactants: FC(C(=O)O)(F)F (trifluoroacetic acid), COC1=C(C=CC=C1)C1=NN(C2=NC=C(C=C21)C=2C=C(C=CC2)C(O)C2=NC=CC=C2C)COCC[Si](C)(C)C ({3-[3-(2-methoxy-phenyl)-1-(2-trimethylsilanyl-ethoxymethyl)-1H-pyrazolo[3,4-b]pyridin-5-yl]-phenyl}-(3-methyl-pyridin-2-yl)-methanol), C(CN)N (ethylene diamine). The solvent is ClCCl (dichloromethane). Run at time 6 hour. The product is COC1=C(C=CC=C1)C1=NNC2=NC=C(C=C21)C=2C=C(C=CC2)C(O)C2=NC=CC=C2C ({3-[3-(2-methoxy-phenyl)-1H-pyrazolo[3,4-b]pyridin-5-yl]-phenyl}-(3-methyl-pyridin-2-yl)-methanol). The yield is 14.0%. RXN SMILES: [CH3:1][O:2][C:3]1[CH:8]=[CH:7][CH:6]=[CH:5][C:4]=1[C:9]1[C:17]2[C:12](=[N:13][CH:14]=[C:15]([C:18]3[CH:19]=[C:20]([CH:24]([C:26]4[C:31]([CH3:32])=[CH:30][CH:29]=[CH:28][N:27]=4)[OH:25])[CH:21]=[CH:22][CH:23]=3)[CH:16]=2)[N:11](COCC[Si](C)(C)C)[N:10]=1.FC(F)(F)C(O)=O.C(N)CN>ClCCl>[CH3:1][O:2][C:3]1[CH:8]=[CH:7][CH:6]=[CH:5][C:4]=1[C:9]1[C:17]2[C:12](=[N:13][CH:14]=[C:15]([C:18]3[CH:19]=[C:20]([CH:24]([C:26]4[C:31]([CH3:32])=[CH:30][CH:29]=[CH:28][N:27]=4)[OH:25])[CH:21]=[CH:22][CH:23]=3)[CH:16]=2)[NH:11][N:10]=1. Procedure: The material from step 1 was dissolved in dichloromethane and 1 mL of trifluoroacetic acid was added. The resulting mixture was left at room temperature for 6 h. The solvent was then completely evaporated and the residue dissolved in dichloromethane. 0.5 mL (450 mg, 7.5 mmol) of ethylene diamine was added. After 2 h at room temperature the mixture was evaporated and the crude purified by mass-triggered reverse-phase HPLC to afford 52 mg (0.12 mmol, 14%) of {3-[3-(2-methoxy-phenyl)-1H-pyrazolo[3,... Isolated yield 154.4%. The reactants are FC=1C(=CC2=C(NC(=N2)S)C1)N1CCCCC1 (6-fluoro-5-(piperidin-1-yl)-2-mercapto-1H-benzimidazole), [K+].[Br-] (KBr), Cl.CC=1C(=NC=CC1)CCl (methyl-2-chloromethylpyridine hydrochloride), [OH-].[Na+] (sodium hydroxide). Solvent: C(C)O (ethanol). Product: N1(CCCCC1)C1=C(C(=NC=C1)CSC1=NC2=C(N1)C=C(C(=C2)N2CCCCC2)F)C (2-[[(4-Piperidin-1-yl)-3-methylpyridin-2-yl]methylthio]-6-fluoro-5-(piperidin-1-yl)-1H-benzimidazole). Procedure details: The title compound (0.95 g, 63%) was prepared by the general procedure using, 6-fluoro-5-(piperidin-1-yl)-2-mercapto-1H-benzimidazole (0.70 g, 2.8 mmol) (obtained in preparation 3), 4-(piperidin-1-yl)-3 )-methyl-2-chloromethylpyridine hydrochloride (0.91 g, 3.5 mmol), sodium hydroxide (0.30 g, , 7.7 mmol) and ethanol (15 mL). mp 161-162° C.; IR (KBr) 3430, 1581, 1429 cm-1 ; 1H NMR (CDCl3) δ 1.60 (m, 4H, 2×CH2), 1.74 (m, 8H, 2×(CH2)2), 2.30 (s, 3)H, CH3), 3.00 (m, 8H, 2×N(CH2)2), 4.32 (s, 2H, SCH... Reaction SMILES: [F:1][C:2]1[C:3]([N:12]2[CH2:17][CH2:16][CH2:15][CH2:14][CH2:13]2)=[CH:4][C:5]2[N:9]=[C:8]([SH:10])[NH:7][C:6]=2[CH:11]=1.Cl.[CH3:19][C:20]1[C:21]([CH2:26]Cl)=[N:22][CH:23]=[CH:24][CH:25]=1.[OH-].[Na+].[K+].[Br-]>C(O)C>[N:12]1([C:25]2[CH:24]=[CH:23][N:22]=[C:21]([CH2:26][S:10][C:8]3[NH:7][C:6]4[CH:11]=[C:2]([F:1])[C:3]([N:12]5[CH2:17][CH2:16][CH2:15][CH2:14][CH2:13]5)=[CH:4][C:5]=4[N:9]=3)[C:20]=2[CH3:19])[CH2:17][CH2:16][CH2:15][CH2:14][CH2:13]1 |f:1.2,3.4,5.6|. Starting materials: NCC=1C=CC(=NC1)Cl (5-aminomethyl-2-chloropyridine), ClC1=NC(=NC(=N1)C1=C(C=CC=C1F)Cl)NN=CC1=CC=C(C=C1)OC(F)(F)F (2-chloro-4-(2-chloro-6-fluorophenyl)-6-(2-(4-(trifluoromethoxy)benzylidene)hydrazinyl)-1,3,5-triazine), CCN(C(C)C)C(C)C (iPr2NEt). The solvent is O1CCOCC1 (1,4-dioxane), C(Cl)(Cl)Cl (chloroform), O1CCOCC1 (1,4-dioxane), O1CCOCC1 (1,4-dioxane). Reaction conditions: time 8 hour. Yields the product ClC1=C(C(=CC=C1)F)C1=NC(=NC(=N1)NN=CC1=CC=C(C=C1)OC(F)(F)F)NCC=1C=NC(=CC1)Cl (4-(2-chloro-6-fluorophenyl)-N-((6-chloropyridin-3-yl)methyl)-6-(2-(4-(trifluoromethoxy)benzylidene)hydrazinyl)-1,3,5-triazin-2-amine). Yield: 98.6%. RXN SMILES: Cl[C:2]1[N:7]=[C:6]([C:8]2[C:13]([F:14])=[CH:12][CH:11]=[CH:10][C:9]=2[Cl:15])[N:5]=[C:4]([NH:16][N:17]=[CH:18][C:19]2[CH:24]=[CH:23][C:22]([O:25][C:26]([F:29])([F:28])[F:27])=[CH:21][CH:20]=2)[N:3]=1.CCN(C(C)C)C(C)C.[NH2:39][CH2:40][C:41]1[CH:42]=[CH:43][C:44]([Cl:47])=[N:45][CH:46]=1>O1CCOCC1.C(Cl)(Cl)Cl>[Cl:15][C:9]1[CH:10]=[CH:11][CH:12]=[C:13]([F:14])[C:8]=1[C:6]1[N:5]=[C:4]([NH:16][N:17]=[CH:18][C:19]2[CH:24]=[CH:23][C:22]([O:25][C:26]([F:27])([F:28])[F:29])=[CH:21][CH:20]=2)[N:3]=[C:2]([NH:39][CH2:40][C:41]2[CH:46]=[N:45][C:44]([Cl:47])=[CH:43][CH:42]=2)[N:7]=1. Procedure: A solution of 2-chloro-4-(2-chloro-6-fluorophenyl)-6-(2-(4-(trifluoromethoxy)benzylidene)hydrazinyl)-1,3,5-triazine (XVII) (250 mg, 0.56 mmol) in 1,4-dioxane (2 mL) was treated with a solution of iPr2NEt (144.8 mg, 1.12 mmol) in 1,4-dioxane (1 mL). The mixture was treated with a solution of 5-aminomethyl-2-chloropyridine (80.37 mg, 0.564 mmol) in 1,4-dioxane (1 mL). The reaction was stirred overnight at room temperature. The reaction was concentrated on a rotary evaporator and the residue was ta... Starting materials: CC1=CC=CC(=N1)/C=N/O ((E)-6-methylpicolinaldehyde oxime), ClN1C(CCC1=O)=O (1-chloropyrrolidine-2,5-dione). Solvent: CN(C)C=O (DMF), C(C)(=O)OCC (ethyl acetate). Run at time 8 hour. Product: ON=C(C1=NC(=CC=C1)C)Cl (N-hydroxy-6-methylpicolinimidoyl chloride). The yield is 99.8%. As a reaction SMILES: [CH3:1][C:2]1[N:7]=[C:6](/[CH:8]=[N:9]/[OH:10])[CH:5]=[CH:4][CH:3]=1.[Cl:11]N1C(=O)CCC1=O>CN(C=O)C.C(OCC)(=O)C>[OH:10][N:9]=[C:8]([Cl:11])[C:6]1[CH:5]=[CH:4][CH:3]=[C:2]([CH3:1])[N:7]=1. Procedure details: To a mixture of commercially available (E)-6-methylpicolinaldehyde oxime (2 g, 14.69 mmol) in DMF (25 mL) was added 1-chloropyrrolidine-2,5-dione (2.158 g, 16.16 mmol). The reaction mixture was stirred overnight at room temperature. LCMS shows reaction was complete. The reaction mixture was diluted with ethyl acetate and washed with saturated NaCl (×3). The organic layer was dried with MgSO4, filtered, and concentrated to yield 2.5 g of N-hydroxy-6-methylpicolinimidoyl chloride. MS (m+1)=171. HP... Reactants: NC(=O)Nc1ccc(Cl)cc1CC(=O)O, O=C(OC(=O)C(F)(F)F)C(F)(F)F, O=C(O)C(F)(F)F. The product is NC(=O)N1C(=O)Cc2cc(Cl)ccc21. Reaction SMILES: [Cl:1][c:2]1[cH:3][cH:4][c:5]([NH:12][C:13](=[O:14])[NH2:15])[c:6]([CH2:8][C:9](=[O:10])[OH:11])[cH:7]1.[F:16][C:17]([F:18])([F:19])[C:20]([O:21][C:22](=[O:23])[C:24]([F:25])([F:26])[F:27])=[O:28].[OH:29][C:30]([C:31]([F:32])([F:33])[F:34])=[O:35]>>[Cl:1][c:2]1[cH:3][cH:4][c:5]2[c:6]([cH:7]1)[CH2:8][C:9](=[O:10])[N:12]2[C:13](=[O:14])[NH2:15]. The reactants are C(C)(C)(C)C1=CC=C(CNC(C(C2=C3C=CN=CC3=CC=C2)O)=O)C=C1 (N-(4-tert-butylbenzyl)-2-hydroxy-2-(5-isoquinolinyl)acetamide), C(C)(=O)OC(C)=O (acetic anhydride). Reagents/catalysts: CN(C)C=1C=CN=CC1 (DMAP). The solvent is C(Cl)Cl (CH2Cl2), C(Cl)Cl (CH2Cl2). Conditions: time 30 minute. Product: C(C)(=O)OC(C(=O)NCC1=CC=C(C=C1)C(C)(C)C)C1=C2C=CN=CC2=CC=C1 (2-[(4-tert-butylbenzyl)amino]-1-(5-isoquinolinyl)-2-oxoethyl acetate). Reaction SMILES: [C:1]([C:5]1[CH:26]=[CH:25][C:8]([CH2:9][NH:10][C:11](=[O:24])[CH:12]([OH:23])[C:13]2[CH:22]=[CH:21][CH:20]=[C:19]3[C:14]=2[CH:15]=[CH:16][N:17]=[CH:18]3)=[CH:7][CH:6]=1)([CH3:4])([CH3:3])[CH3:2].[C:27](OC(=O)C)(=[O:29])[CH3:28]>CN(C1C=CN=CC=1)C.C(Cl)Cl>[C:27]([O:23][CH:12]([C:13]1[CH:22]=[CH:21][CH:20]=[C:19]2[C:14]=1[CH:15]=[CH:16][N:17]=[CH:18]2)[C:11]([NH:10][CH2:9][C:8]1[CH:7]=[CH:6][C:5]([C:1]([CH3:4])([CH3:2])[CH3:3])=[CH:26][CH:25]=1)=[O:24])(=[O:29])[CH3:28]. Reported procedure: The product from Example 277B (100 mg, 0.287 mmol) and DMAP (59 mg, 0.480 mmol) in CH2Cl2 (1 mL) was treated with acetic anhydride (38 μL). After stirring for 30 minutes, the mixture was treated with CH2Cl2 (5 mL) and the phases separated. The organic layer was washed with water (10 mL×3), dried (Na2SO4), filtered, and the filtrate was concentrated to provide the title compound. MS (ESI+) m/z 391 (M+H)+; MS (ESI−) m/z 389 (M−H)−; 1H NMR (DMSO, 300 MHz) δ 1.25 (s, 9H), 4.27 (dq, J1 14.9, J2 6.1, ...